From a dataset of the Open Reaction Database (ORD), a public repository of structured organic reaction records. describe an organic reaction: reactants, conditions, products, and yield The reactants are CN(Cc1cc(C(F)(F)F)cc(C(F)(F)F)c1)C1CC(C(=O)O)N(Cc2cccc(Cl)c2)C1, FC(F)(F)c1cccc(N2CCNCC2)c1. The product is CN(Cc1cc(C(F)(F)F)cc(C(F)(F)F)c1)C1CC(C(=O)N2CCN(c3cccc(C(F)(F)F)c3)CC2)N(Cc2cccc(Cl)c2)C1. Reaction SMILES: [F:1][C:2]([c:3]1[cH:4][c:5]([CH2:6][N:7]([CH:8]2[CH2:9][CH:10]([C:21](=[O:22])[OH:23])[N:11]([CH2:13][c:14]3[cH:15][c:16]([Cl:20])[cH:17][cH:18][cH:19]3)[CH2:12]2)[CH3:24])[cH:25][c:26]([C:28]([F:29])([F:30])[F:31])[cH:27]1)([F:32])[F:33].[F:34][C:35]([c:36]1[cH:37][c:38]([N:42]2[CH2:43][CH2:44][NH:45][CH2:46][CH2:47]2)[cH:39][cH:40][cH:41]1)([F:48])[F:49]>>[F:1][C:2]([c:3]1[cH:4][c:5]([CH2:6][N:7]([CH:8]2[CH2:9][CH:10]([C:21](=[O:23])[N:45]3[CH2:44][CH2:43][N:42]([c:38]4[cH:37][c:36]([C:35]([F:34])([F:48])[F:49])[cH:41][cH:40][cH:39]4)[CH2:47][CH2:46]3)[N:11]([CH2:13][c:14]3[cH:15][c:16]([Cl:20])[cH:17][cH:18][cH:19]3)[CH2:12]2)[CH3:24])[cH:25][c:26]([C:28]([F:29])([F:30])[F:31])[cH:27]1)([F:32])[F:33]. Starting materials: [OH-].[Na+] (sodium hydroxide), phase, [OH-].[Na+] (sodium hydroxide), OO (hydrogen peroxide), NC(C#N)(C(C)C)C (2-Amino-2,3-dimethylbutyronitrile), N1=C2C(=CC3=CC=CC=C13)C(=O)OC2=O (2,3-quinolinedicarboxylic anhydride), N1=CC=C(C=C1)C (4-picoline), [OH-].[Na+] (sodium hydroxide), S(O)(O)(=O)=O (sulfuric acid). The solvent is C1(=CC=CC=C1)C (toluene), C1(=CC=CC=C1)C (toluene). Run at time 1 hour. Product: C(C)(C)C1(N=C(NC1=O)C1=NC2=CC=CC=C2C=C1C(=O)O)C (2-(4-isopropyl-4-methyl-5-oxo-2-imidazolin-2-yl)-3-quinolinecarboxylic acid). Reaction SMILES: [NH2:1][C:2]([CH3:8])([CH:5]([CH3:7])[CH3:6])[C:3]#[N:4].[N:9]1[C:18]2[C:13](=[CH:14][CH:15]=[CH:16][CH:17]=2)[CH:12]=[C:11]2[C:19]([O:21][C:22](=O)[C:10]=12)=[O:20].N1C=CC(C)=CC=1.[OH-].[Na+].OO.S(=O)(=O)(O)[OH:36]>C1(C)C=CC=CC=1>[CH:5]([C:2]1([CH3:8])[C:3](=[O:36])[NH:4][C:22]([C:10]2[C:11]([C:19]([OH:21])=[O:20])=[CH:12][C:13]3[C:18](=[CH:17][CH:16]=[CH:15][CH:14]=3)[N:9]=2)=[N:1]1)([CH3:7])[CH3:6] |f:3.4|. Procedure: 2-Amino-2,3-dimethylbutyronitrile (0.393 mol) is added over 40 minutes to a stirred solution of 2,3-quinolinedicarboxylic anhydride (0.376 mol) in 4-picoline (338 g, 3.63 mol) and toluene (52 g), while maintaining the temperature at 40° to 43° C. The reaction mixture is stirred at 40° to 43° C. for one hour. Aqueous sodium hydroxide (218 g, 25%, 1.36 mol) and then toluene 378 g) are added and the mixture stirred at 55° to 60° C. for approximately 15 minutes. The lower aqueous basic phase is sepa... Run at temperature 200 celsius. Isolated yield 54.2%. Reactants: NC1=C(C(=O)OC)C=C(C(=C1C)C(=O)OCC)C (methyl 2-amino-4-ethoxycarbonyl-3,5-dimethylbenzoate), ClC1=C(C=CC=C1)N(C=N)C1=C(C=CC=C1)Cl (N,N-bis-(o-chlorophenyl)-formamidine). Procedure details: A mixture consisting of 500 mg of methyl 2-amino-4-ethoxycarbonyl-3,5-dimethylbenzoate and 640 mg of N,N-bis-(o-chlorophenyl)-formamidine was heated to 200° C. with occasional swirling in an open flask. The temperature of the mixture was maintained at around 200° C. for 1.5 hours. After cooling, the mixture was taken up in ethyl acetate, and then, the organic extract was washed with dilute hydrochloric acid, and with water, and dried over anhydrous magnesium sulfate. The solvent was evaporated. ... Product: ClC1=C(C=CC=C1)N1C=NC2=C(C(=C(C=C2C1=O)C)C(=O)OCC)C (3-(2-chlorophenyl)-7-ethoxycarbonyl-6,8-dimethyl-4(3H)-quinazolinone). Run in C(C)(=O)OCC (ethyl acetate). Reaction SMILES: [NH2:1][C:2]1[C:11]([CH3:12])=[C:10]([C:13]([O:15][CH2:16][CH3:17])=[O:14])[C:9]([CH3:18])=[CH:8][C:3]=1[C:4]([O:6]C)=O.[Cl:19][C:20]1[CH:25]=[CH:24][CH:23]=[CH:22][C:21]=1[N:26](C1C=CC=CC=1Cl)[CH:27]=N>C(OCC)(=O)C>[Cl:19][C:20]1[CH:25]=[CH:24][CH:23]=[CH:22][C:21]=1[N:26]1[C:4](=[O:6])[C:3]2[C:2](=[C:11]([CH3:12])[C:10]([C:13]([O:15][CH2:16][CH3:17])=[O:14])=[C:9]([CH3:18])[CH:8]=2)[N:1]=[CH:27]1. The reactants are ClC1=NC2=CC=CC=C2C(=C1)Cl (2,4-Dichloroquinoline), C(C1=CC=CC=C1)N (benzylamine), O (Water). The solvent is C(C)O (ethanol). Product: C(C1=CC=CC=C1)NC1=CC(=NC2=CC=CC=C12)Cl (Benzyl-(2-chloroquinolin-4-yl)-amine). Yield: 34.8%. Reaction SMILES: [Cl:1][C:2]1[CH:11]=[C:10](Cl)[C:9]2[C:4](=[CH:5][CH:6]=[CH:7][CH:8]=2)[N:3]=1.[CH2:13]([NH2:20])[C:14]1[CH:19]=[CH:18][CH:17]=[CH:16][CH:15]=1.O>C(O)C>[CH2:13]([NH:20][C:10]1[C:9]2[C:4](=[CH:5][CH:6]=[CH:7][CH:8]=2)[N:3]=[C:2]([Cl:1])[CH:11]=1)[C:14]1[CH:19]=[CH:18][CH:17]=[CH:16][CH:15]=1. Procedure: 2,4-Dichloroquinoline (0.70 g, 3.53 mmole) and benzylamine (3.79 g, 35.3 mmole) in ethanol (2 mL) were stirred at 110° C. in a microwave oven for 1 h. Water was added and the mixture was extracted with ethyl acetate. The organic phases were washed with saturated NaCl solution, dried and concentrated. The residue thus obtained was purified using silica gel chromatography, eluting with dichloromethane:methanol 95:5 to give a white solid (330 mg, 35%). The reactants are CN1CCCC(NC(=O)c2cn(COCC[Si](C)(C)C)c3ncc(C4CC4)nc23)C1=O, CC#N, [Cs+], [F-], C1COCCOCCOCCOCCOCCO1. The product is CN1CCCC(NC(=O)c2c[nH]c3ncc(C4CC4)nc23)C1=O. Reaction SMILES: [CH3:1][N:2]1[C:3](=[O:31])[CH:4]([NH:8][C:9](=[O:10])[c:11]2[cH:12][n:13]([CH2:23][O:24][CH2:25][CH2:26][Si:27]([CH3:28])([CH3:29])[CH3:30])[c:14]3[n:15][cH:16][c:17]([CH:20]4[CH2:21][CH2:22]4)[n:18][c:19]23)[CH2:5][CH2:6][CH2:7]1.[CH3:52][C:53]#[N:54].[Cs+:51].[F-:50].[O:32]1[CH2:33][CH2:34][O:35][CH2:36][CH2:37][O:38][CH2:39][CH2:40][O:41][CH2:42][CH2:43][O:44][CH2:45][CH2:46][O:47][CH2:48][CH2:49]1>>[CH3:1][N:2]1[C:3](=[O:31])[CH:4]([NH:8][C:9](=[O:10])[c:11]2[cH:12][nH:13][c:14]3[n:15][cH:16][c:17]([CH:20]4[CH2:21][CH2:22]4)[n:18][c:19]23)[CH2:5][CH2:6][CH2:7]1.